This data is from the Open Reaction Database (ORD), a public repository of structured organic reaction records. The task is: describe an organic reaction: reactants, conditions, products, and yield The reactants are O=C([O-])[O-], CCOC(C)=O, CC#N, CCCCOC(=O)C(CC)OS(=O)(=O)C(F)(F)F, [K+], [K+], O=Cc1cccc(O)c1. The product is CCCCOC(=O)C(CC)Oc1cccc(C=O)c1. Reaction SMILES: [C:1](=[O:2])([O-:3])[O-:4].[CH3:34][CH2:35][O:36][C:37](=[O:38])[CH3:39].[CH3:40][C:41]#[N:42].[F:16][C:17]([F:18])([F:19])[S:20]([O:21][CH:22]([C:23](=[O:24])[O:25][CH2:26][CH2:27][CH2:28][CH3:29])[CH2:30][CH3:31])(=[O:32])=[O:33].[K+:5].[K+:6].[OH:7][c:8]1[cH:9][c:10]([CH:11]=[O:12])[cH:13][cH:14][cH:15]1>>[O:7]([c:8]1[cH:9][c:10]([CH:11]=[O:12])[cH:13][cH:14][cH:15]1)[CH:22]([C:23](=[O:24])[O:25][CH2:26][CH2:27][CH2:28][CH3:29])[CH2:30][CH3:31]. Reactants: COC=1C=C2C(=NC=NC2=CC1OC)N1CCC(CC1)N1C(NC2=CC=C(C=C2C1=O)[N+](=O)[O-])=O (3-[1-(6,7-dimethoxy-4-quinazolinyl)-4-piperidinyl]-1,2,3,4-tetrahydro-6-nitro-2,4-dioxoquinazoline), BrCC(=O)OCC (ethyl bromoacetate). Product: COC=1C=C2C(=NC=NC2=CC1OC)N1CCC(CC1)N1C(N(C2=CC=C(C=C2C1=O)[N+](=O)[O-])CC(=O)OCC)=O (3-[1-(6,7-Dimethoxy-4-quinazolinyl)-4-piperidinyl]-1-ethoxycarbonylmethyl-1,2,3,4-tetrahydro-6-nitro-2,4-dioxoquinazoline). Isolated yield 17.0%. Reaction SMILES: [CH3:1][O:2][C:3]1[CH:4]=[C:5]2[C:10](=[CH:11][C:12]=1[O:13][CH3:14])[N:9]=[CH:8][N:7]=[C:6]2[N:15]1[CH2:20][CH2:19][CH:18]([N:21]2[C:30](=[O:31])[C:29]3[C:24](=[CH:25][CH:26]=[C:27]([N+:32]([O-:34])=[O:33])[CH:28]=3)[NH:23][C:22]2=[O:35])[CH2:17][CH2:16]1.Br[CH2:37][C:38]([O:40][CH2:41][CH3:42])=[O:39]>>[CH3:1][O:2][C:3]1[CH:4]=[C:5]2[C:10](=[CH:11][C:12]=1[O:13][CH3:14])[N:9]=[CH:8][N:7]=[C:6]2[N:15]1[CH2:20][CH2:19][CH:18]([N:21]2[C:30](=[O:31])[C:29]3[C:24](=[CH:25][CH:26]=[C:27]([N+:32]([O-:34])=[O:33])[CH:28]=3)[N:23]([CH2:37][C:38]([O:40][CH2:41][CH3:42])=[O:39])[C:22]2=[O:35])[CH2:17][CH2:16]1. Procedure: The procedure similar to that described in Example 1 was repeated, except that 300 mg (0.63 mmol) of Compound 24 was used and ethyl bromoacetate was used in place of methyl iodide. As a result, 61.3 mg (yield: 17%) of Compound 6 was obtained as pale yellow crystals. The reactants are CCOP(=O)(OCC)C(CCc1ccccc1)C(=O)OC(C)(C)C, ClCCl, O=C(O)C(F)(F)F. Product: CCOP(=O)(OCC)C(CCc1ccccc1)C(=O)O. RXN SMILES: [C:8]([CH3:9])([CH3:10])([CH3:11])[O:12][C:13]([CH:14]([CH2:15][CH2:16][c:17]1[cH:18][cH:19][cH:20][cH:21][cH:22]1)[P:23](=[O:24])([O:25][CH2:26][CH3:27])[O:28][CH2:29][CH3:30])=[O:31].[Cl:32][CH2:33][Cl:34].[OH:1][C:2]([C:3]([F:4])([F:5])[F:6])=[O:7]>>[O:12]=[C:13]([CH:14]([CH2:15][CH2:16][c:17]1[cH:18][cH:19][cH:20][cH:21][cH:22]1)[P:23](=[O:24])([O:25][CH2:26][CH3:27])[O:28][CH2:29][CH3:30])[OH:31]. The reactants are Cl.NC1CCN(CC1)C1=NC(=CC(=C1)SCC(=O)NC)Cl (2-{[2-(4-aminopiperidin-1-yl)-6-chloropyridin-4-yl]thio}-N-methylacetamide hydrochloride salt), Cl.NC1CCN(CC1)C1=NC(=CC(=C1)SCC(=O)NC)Cl (2-{[2-(4-aminopiperidin-1-yl)-6-chloropyridin-4-yl]thio}-N-methylacetamide hydrochloride salt), BrC=1C=C(NC1C)C(=O)O (4-Bromo-5-methyl-1H-pyrrole-2-carboxylic acid), BrC=1C=C(NC1C)C(=O)O (4-Bromo-5-methyl-1H-pyrrole-2-carboxylic acid). Product: BrC=1C=C(NC1C)C(=O)NC1CCN(CC1)C1=NC(=CC(=C1)SCC(=O)NC)Cl (4-Bromo-N-[1-(6-chloro-4-{[2-(methylamino)-2-oxoethyl]sulfanyl}-2-pyridinyl)-4-piperidinyl]-5-methyl-1H-pyrrole-2-carboxamide). As a reaction SMILES: Cl.[NH2:2][CH:3]1[CH2:8][CH2:7][N:6]([C:9]2[CH:14]=[C:13]([S:15][CH2:16][C:17]([NH:19][CH3:20])=[O:18])[CH:12]=[C:11]([Cl:21])[N:10]=2)[CH2:5][CH2:4]1.[Br:22][C:23]1[CH:24]=[C:25]([C:29](O)=[O:30])[NH:26][C:27]=1[CH3:28]>>[Br:22][C:23]1[CH:24]=[C:25]([C:29]([NH:2][CH:3]2[CH2:4][CH2:5][N:6]([C:9]3[CH:14]=[C:13]([S:15][CH2:16][C:17]([NH:19][CH3:20])=[O:18])[CH:12]=[C:11]([Cl:21])[N:10]=3)[CH2:7][CH2:8]2)=[O:30])[NH:26][C:27]=1[CH3:28] |f:0.1|. Procedure: The title compound was prepared by analogous method to Example 18 starting from 2-{[2-(4-aminopiperidin-1-yl)-6-chloropyridin-4-yl]thio}-N-methylacetamide hydrochloride salt (Intermediate 220) and 4-bromo-5-methyl-1H-pyrrole-2-carboxylic acid (Intermediate 18). Reactants: CC(C)(C)NS(=O)(=O)c1ccc(-c2cn(-c3nc(-c4ccc(C(F)(F)F)cc4)cc(C(F)(F)F)n3)cn2)s1, ClCCl, O=C(O)C(F)(F)F. The product is NS(=O)(=O)c1ccc(-c2cn(-c3nc(-c4ccc(C(F)(F)F)cc4)cc(C(F)(F)F)n3)cn2)s1. As a reaction SMILES: [C:1]([CH3:2])([CH3:3])([CH3:4])[NH:5][S:6](=[O:7])(=[O:8])[c:9]1[s:10][c:11](-[c:14]2[n:15][cH:16][n:17](-[c:19]3[n:20][c:21](-[c:29]4[cH:30][cH:31][c:32]([C:35]([F:36])([F:37])[F:38])[cH:33][cH:34]4)[cH:22][c:23]([C:25]([F:26])([F:27])[F:28])[n:24]3)[cH:18]2)[cH:12][cH:13]1.[Cl:46][CH2:47][Cl:48].[F:39][C:40]([F:41])([F:42])[C:43]([OH:44])=[O:45]>>[NH2:5][S:6](=[O:7])(=[O:8])[c:9]1[s:10][c:11](-[c:14]2[n:15][cH:16][n:17](-[c:19]3[n:20][c:21](-[c:29]4[cH:30][cH:31][c:32]([C:35]([F:36])([F:37])[F:38])[cH:33][cH:34]4)[cH:22][c:23]([C:25]([F:26])([F:27])[F:28])[n:24]3)[cH:18]2)[cH:12][cH:13]1.